This data is from the Open Reaction Database (ORD), a public repository of structured organic reaction records. The task is: describe an organic reaction: reactants, conditions, products, and yield Reactants: Cl.N[C@@H](CCCN)C(=O)O (ornithine hydrochloride), [OH-].[K+] (potassium hydroxide), resultant product. Run in C(C)O (ethyl alcohol). Yields the product N[C@@H](CCCN)C(=O)O (ornithine). Isolated yield 98.7%. As a reaction SMILES: Cl.[NH2:2][C@H:3]([C:8]([OH:10])=[O:9])[CH2:4][CH2:5][CH2:6][NH2:7].[OH-].[K+]>C(O)C>[NH2:2][C@H:3]([C:8]([OH:10])=[O:9])[CH2:4][CH2:5][CH2:6][NH2:7] |f:0.1,2.3|. Procedure: Into the reaction apparatus used in Example 1, 160 g of ethyl alcohol, 16.8 g of ornithine hydrochloride and 5.6 g of potassium hydroxide were added. The resulting mixture was reacted for 3 hours, refluxing the solvent, while being stirred. After the reaction was over, the resultant product was cooled to room temperature and then the by-product potassium chloride was filtered off. Then the solvent was distilled off from the resultant product under reduced pressure to obtain 13.0 g of ornithine i...